This data is from the Open Reaction Database (ORD), a public repository of structured organic reaction records. The task is: describe an organic reaction: reactants, conditions, products, and yield The reactants are BrC=1C=NC(=NC1)N1CCC(CC1)OC1=C(C=CC(=C1)F)Br (5-bromo-2-[4-(2-bromo-5-fluorophenoxy)piperidin-1-yl]pyrimidine), C([O-])([O-])=O.[K+].[K+] (potassium carbonate), CC(C)(C#C)O (2-methyl-3-butyn-2-ol). Reagents/catalysts: [Cu]I (copper(I) iodide), C=1C=CC(=CC1)[P](C=2C=CC=CC2)(C=3C=CC=CC3)[Pd]([P](C=4C=CC=CC4)(C=5C=CC=CC5)C=6C=CC=CC6)([P](C=7C=CC=CC7)(C=8C=CC=CC8)C=9C=CC=CC9)[P](C=1C=CC=CC1)(C=1C=CC=CC1)C=1C=CC=CC1 (Pd(PPh3)4). The solvent is O (water). Reaction conditions: temperature 90 celsius. Yields the product BrC1=C(OC2CCN(CC2)C2=NC=C(C=N2)C#CC(C)(O)C)C=C(C=C1)F (4-{2-[4-(2-Bromo-5-fluorophenoxy)piperidin-1-yl]pyrimidin-5-yl}-2-methylbut-3-yn-2-ol). Reaction SMILES: Br[C:2]1[CH:3]=[N:4][C:5]([N:8]2[CH2:13][CH2:12][CH:11]([O:14][C:15]3[CH:20]=[C:19]([F:21])[CH:18]=[CH:17][C:16]=3[Br:22])[CH2:10][CH2:9]2)=[N:6][CH:7]=1.C(=O)([O-])[O-].[K+].[K+].[CH3:29][C:30]([OH:34])([C:32]#[CH:33])[CH3:31]>[Cu]I.C1C=CC([P]([Pd]([P](C2C=CC=CC=2)(C2C=CC=CC=2)C2C=CC=CC=2)([P](C2C=CC=CC=2)(C2C=CC=CC=2)C2C=CC=CC=2)[P](C2C=CC=CC=2)(C2C=CC=CC=2)C2C=CC=CC=2)(C2C=CC=CC=2)C2C=CC=CC=2)=CC=1.O>[Br:22][C:16]1[CH:17]=[CH:18][C:19]([F:21])=[CH:20][C:15]=1[O:14][CH:11]1[CH2:12][CH2:13][N:8]([C:5]2[N:4]=[CH:3][C:2]([C:33]#[C:32][C:30]([CH3:31])([OH:34])[CH3:29])=[CH:7][N:6]=2)[CH2:9][CH2:10]1 |f:1.2.3,^1:40,42,61,80|. Procedure details: Into a flame-dried 25-mL sealable pressure flask equipped with a magnetic stirbar and under nitrogen was added 5-bromo-2-[4-(2-bromo-5-fluorophenoxy)piperidin-1-yl]pyrimidine (500 mg, 1.16 mmol), copper(I) iodide (44 mg, 0.23 mmol), Pd(PPh3)4 (100 mg, 0.09 mmol) and potassium carbonate (400 mg, 2.90 mmol). The flask was evacuated under vacuum (1 mm Hg) and backfilled with nitrogen (repeated 3 times). The solids were taken up in dimethoxyethane (4 mL) and water (4 mL) and degassed for 10 min with...